Dataset: the Open Reaction Database (ORD), a public repository of structured organic reaction records. Task: describe an organic reaction: reactants, conditions, products, and yield Reactants: [Al+3], CCOC(=O)C1(C)CCC2(CC1)OCCO2, [H-], [H-], [H-], [H-], [Li+], C1CCOC1. Product: CC1(CO)CCC2(CC1)OCCO2. As a reaction SMILES: [Al+3:2].[CH3:7][C:8]1([C:18](=[O:19])[O:20][CH2:21][CH3:22])[CH2:9][CH2:10][C:11]2([O:12][CH2:13][CH2:14][O:15]2)[CH2:16][CH2:17]1.[H-:1].[H-:4].[H-:5].[H-:6].[Li+:3].[O:23]1[CH2:24][CH2:25][CH2:26][CH2:27]1>>[CH3:7][C:8]1([CH2:18][OH:19])[CH2:9][CH2:10][C:11]2([O:12][CH2:13][CH2:14][O:15]2)[CH2:16][CH2:17]1. The reactants are CN(CCC(=O)OC(C)(C)C)C(=O)c1ccc(OC(CC2CCCCC2)c2ccc(-c3ccc(C(F)(F)F)cc3)cc2)cc1, C1CCOC1, Cl, [Li+], [OH-], O. The product is CN(CCC(=O)O)C(=O)c1ccc(OC(CC2CCCCC2)c2ccc(-c3ccc(C(F)(F)F)cc3)cc2)cc1. Reaction SMILES: [C:1]([CH3:2])([CH3:3])([CH3:4])[O:5][C:6]([CH2:7][CH2:8][N:9]([CH3:10])[C:11]([c:12]1[cH:13][cH:14][c:15]([O:18][CH:19]([CH2:20][CH:21]2[CH2:22][CH2:23][CH2:24][CH2:25][CH2:26]2)[c:27]2[cH:28][cH:29][c:30](-[c:33]3[cH:34][cH:35][c:36]([C:39]([F:40])([F:41])[F:42])[cH:37][cH:38]3)[cH:31][cH:32]2)[cH:16][cH:17]1)=[O:43])=[O:44].[CH2:48]1[O:49][CH2:50][CH2:51][CH2:52]1.[ClH:47].[Li+:46].[OH-:45].[OH2:53]>>[O:5]=[C:6]([CH2:7][CH2:8][N:9]([CH3:10])[C:11]([c:12]1[cH:13][cH:14][c:15]([O:18][CH:19]([CH2:20][CH:21]2[CH2:22][CH2:23][CH2:24][CH2:25][CH2:26]2)[c:27]2[cH:28][cH:29][c:30](-[c:33]3[cH:34][cH:35][c:36]([C:39]([F:40])([F:41])[F:42])[cH:37][cH:38]3)[cH:31][cH:32]2)[cH:16][cH:17]1)=[O:43])[OH:44]. Starting materials: CC(C)N1CC(COc2ccc([N+](=O)[O-])c(C=O)c2)OC1=O, CCO, [Na], CCOP(=O)(OCC)C1NC(=O)NC1=O, O. Product: CC(C)N1CC(COc2ccc([N+](=O)[O-])c(C=C3NC(=O)NC3=O)c2)OC1=O. As a reaction SMILES: [CH3:17][CH:18]([CH3:19])[N:20]1[C:21](=[O:38])[O:22][CH:23]([CH2:25][O:26][c:27]2[cH:28][cH:29][c:30]([N+:35](=[O:36])[O-:37])[c:31]([CH:32]=[O:33])[cH:34]2)[CH2:24]1.[CH3:39][CH2:40][OH:41].[Na:1].[O:2]=[C:3]1[NH:4][CH:5]([P:9]([O:10][CH2:11][CH3:12])(=[O:13])[O:14][CH2:15][CH3:16])[C:6](=[O:8])[NH:7]1.[OH2:42]>>[O:2]=[C:3]1[NH:4][C:5](=[CH:32][c:31]2[c:30]([N+:35](=[O:36])[O-:37])[cH:29][cH:28][c:27]([O:26][CH2:25][CH:23]3[O:22][C:21](=[O:38])[N:20]([CH:18]([CH3:17])[CH3:19])[CH2:24]3)[cH:34]2)[C:6](=[O:8])[NH:7]1. The reactants are CC(C)(C)OC(=O)CCC(=O)OCCl, CC#N, [I-], [Na+], O=c1cc(N2CCOCC2)oc2c(-c3ccc4c(c3)OCCO4)csc12. Product: CC(C)(C)OC(=O)CCC(=O)OCOc1cc(N2CCOCC2)[o+]c2c(-c3ccc4c(c3)OCCO4)csc12, [I-]. As a reaction SMILES: [C:1]([CH2:2][CH2:3][C:4](=[O:5])[O:6][CH2:7][Cl:8])(=[O:9])[O:10][C:11]([CH3:12])([CH3:13])[CH3:14].[CH3:43][C:44]#[N:45].[I-:42].[Na+:41].[O:15]1[c:16]2[c:17]([cH:21][c:22](-[c:25]3[cH:26][s:27][c:28]4[c:29]3[o:30][c:31]([N:35]3[CH2:36][CH2:37][O:38][CH2:39][CH2:40]3)[cH:32][c:33]4=[O:34])[cH:23][cH:24]2)[O:18][CH2:19][CH2:20]1>>[C:1]([CH2:2][CH2:3][C:4](=[O:5])[O:6][CH2:7][O:34][c:33]1[c:28]2[s:27][cH:26][c:25](-[c:22]3[cH:21][c:17]4[c:16]([cH:24][cH:23]3)[O:15][CH2:20][CH2:19][O:18]4)[c:29]2[o+:30][c:31]([N:35]2[CH2:36][CH2:37][O:38][CH2:39][CH2:40]2)[cH:32]1)(=[O:9])[O:10][C:11]([CH3:12])([CH3:13])[CH3:14].[I-:42].